From a dataset of the Open Reaction Database (ORD), a public repository of structured organic reaction records. describe an organic reaction: reactants, conditions, products, and yield The product is CC(C)(C(=O)NC(Nc1c(Nc2cccnc2)c(=O)c1=O)C(C)(C)Cc1ccccc1)c1ccccc1. Starting materials: [K+], [K+], Nc1c(Nc2cccnc2)c(=O)c1=O, O=C([O-])[O-], CC(C)(C(=O)NC(n1nnc2ccccc21)C(C)(C)Cc1ccccc1)c1ccccc1. RXN SMILES: [K+:47].[K+:48].[NH2:1][c:2]1[c:3](=[O:14])[c:4](=[O:13])[c:5]1[NH:6][c:7]1[cH:8][n:9][cH:10][cH:11][cH:12]1.[O-:49][C:50]([O-:51])=[O:52].[n:15]1([CH:24]([C:25]([CH2:26][c:27]2[cH:28][cH:29][cH:30][cH:31][cH:32]2)([CH3:33])[CH3:34])[NH:35][C:36]([C:37]([CH3:38])([c:39]2[cH:40][cH:41][cH:42][cH:43][cH:44]2)[CH3:45])=[O:46])[c:16]2[cH:17][cH:18][cH:19][cH:20][c:21]2[n:22][n:23]1>>[NH:1]([c:2]1[c:3](=[O:14])[c:4](=[O:13])[c:5]1[NH:6][c:7]1[cH:8][n:9][cH:10][cH:11][cH:12]1)[CH:24]([C:25]([CH2:26][c:27]1[cH:28][cH:29][cH:30][cH:31][cH:32]1)([CH3:33])[CH3:34])[NH:35][C:36]([C:37]([CH3:38])([c:39]1[cH:40][cH:41][cH:42][cH:43][cH:44]1)[CH3:45])=[O:46]. Reactants: C1(=CC=C(C=C1)S(=O)(=O)OC[C@H]1COC=2C(=C3CC(NC3=CC2)=O)O1)C ((R)-2-(Toluene-4-sulfonyloxymethyl)-2,3,8,9-tetrahydro-7H-1,4-dioxino[2,3-e]indol-8-one), FC(OC1=CC=C(CN)C=C1)(F)F (4-trifluoromethoxybenzylamine). Solvent: C(C)(=O)OCC.CCCCCC (ethyl acetate hexane), CS(=O)C (DMSO). Reaction conditions: temperature 90 celsius. Product: FC(OC1=CC=C(CNCC2COC=3C(=C4CC(NC4=CC3)=O)O2)C=C1)(F)F (2-[(4-Trifluoromethoxy-benzylamino)-methyl]-2,3,8,9-tetrahydro-7H-1,4-dioxino[2,3-e]indol-8-one). The yield is 46.0%. RXN SMILES: C1(C)C=CC(S(O[CH2:11][C@@H:12]2[O:25][C:16]3=[C:17]4[C:21](=[CH:22][CH:23]=[C:15]3[O:14][CH2:13]2)[NH:20][C:19](=[O:24])[CH2:18]4)(=O)=O)=CC=1.[F:27][C:28]([F:39])([F:38])[O:29][C:30]1[CH:37]=[CH:36][C:33]([CH2:34][NH2:35])=[CH:32][CH:31]=1>CS(C)=O.C(OCC)(=O)C.CCCCCC>[F:27][C:28]([F:38])([F:39])[O:29][C:30]1[CH:37]=[CH:36][C:33]([CH2:34][NH:35][CH2:11][CH:12]2[O:25][C:16]3=[C:17]4[C:21](=[CH:22][CH:23]=[C:15]3[O:14][CH2:13]2)[NH:20][C:19](=[O:24])[CH2:18]4)=[CH:32][CH:31]=1 |f:3.4|. Procedure details: (R)-2-(Toluene-4-sulfonyloxymethyl)-2,3,8,9-tetrahydro-7H-1,4-dioxino[2,3-e]indol-8-one (1.0 g, 2.7 mmole) and 4-trifluoromethoxybenzylamine (2.0 g, 11 mmole) were combined in 30 ml of dry DMSO and heated to 90° C. for 4 hours under an argon atmosphere. After cooling to room temperature, the mixture was diluted with 400 ml of 1:1 ethyl acetate/hexane and washed with 400 ml of saturated sodium bicarbonate solution, with two 250 ml portions of water and with saturated brine. The mixture was dried ... The reactants are CO, [Cl-], [Fe], [NH4+], C1CCOC1, O, CC(C)CCn1c(=O)c(C2=NS(=O)(=O)c3cc(NS(=O)(=O)c4ccccc4[N+](=O)[O-])ccc3N2)c(O)c2cccnc21. Yields the product CC(C)CCn1c(=O)c(C2=NS(=O)(=O)c3cc(NS(=O)(=O)c4ccccc4N)ccc3N2)c(O)c2cccnc21. As a reaction SMILES: [CH3:51][OH:52].[Cl-:43].[Fe:53].[NH4+:44].[O:46]1[CH2:47][CH2:48][CH2:49][CH2:50]1.[OH2:45].[OH:1][c:2]1[c:3]([C:18]2=[N:19][S:20](=[O:41])(=[O:42])[c:21]3[c:22]([cH:24][cH:25][c:26]([NH:28][S:29](=[O:30])(=[O:31])[c:32]4[c:33]([N+:38]([O-:39])=[O:40])[cH:34][cH:35][cH:36][cH:37]4)[cH:27]3)[NH:23]2)[c:4](=[O:17])[n:5]([CH2:12][CH2:13][CH:14]([CH3:15])[CH3:16])[c:6]2[n:7][cH:8][cH:9][cH:10][c:11]12>>[OH:1][c:2]1[c:3]([C:18]2=[N:19][S:20](=[O:41])(=[O:42])[c:21]3[c:22]([cH:24][cH:25][c:26]([NH:28][S:29](=[O:30])(=[O:31])[c:32]4[c:33]([NH2:38])[cH:34][cH:35][cH:36][cH:37]4)[cH:27]3)[NH:23]2)[c:4](=[O:17])[n:5]([CH2:12][CH2:13][CH:14]([CH3:15])[CH3:16])[c:6]2[n:7][cH:8][cH:9][cH:10][c:11]12. Reactants: CC(C)Nc1nc2cc(N(C)c3ccnc(Cl)n3)ccc2n1C, Cc1ccc(N)cc1S(N)(=O)=O. The product is Cl, Cc1ccc(Nc2nccc(N(C)c3ccc4c(c3)nc(NC(C)C)n4C)n2)cc1S(N)(=O)=O. As a reaction SMILES: [Cl:1][c:2]1[n:3][cH:4][cH:5][c:6]([N:8]([c:9]2[cH:10][c:11]3[c:12]([n:13]([CH3:20])[c:14]([NH:16][CH:17]([CH3:18])[CH3:19])[n:15]3)[cH:21][cH:22]2)[CH3:23])[n:7]1.[NH2:24][c:25]1[cH:26][cH:27][c:28]([CH3:35])[c:29]([S:31](=[O:32])(=[O:33])[NH2:34])[cH:30]1>>[ClH:1].[c:2]1([NH:24][c:25]2[cH:26][cH:27][c:28]([CH3:35])[c:29]([S:31](=[O:32])(=[O:33])[NH2:34])[cH:30]2)[n:3][cH:4][cH:5][c:6]([N:8]([c:9]2[cH:10][c:11]3[c:12]([n:13]([CH3:20])[c:14]([NH:16][CH:17]([CH3:18])[CH3:19])[n:15]3)[cH:21][cH:22]2)[CH3:23])[n:7]1. Reactants: [Br-], CC(C)(Br)C(=O)c1ccc(CBr)cc1, CCCC[N+](CCCC)(CCCC)CCCC, [Na+], C1COCCO1, [OH-], O. Product: CC(C)(O)C(=O)c1ccc(CBr)cc1, [Na+], [OH-]. Reaction SMILES: [Br-:23].[Br:1][C:2]([C:3](=[O:4])[c:5]1[cH:6][cH:7][c:8]([CH2:11][Br:12])[cH:9][cH:10]1)([CH3:13])[CH3:14].[CH3:24][CH2:25][CH2:26][CH2:27][N+:28]([CH2:29][CH2:30][CH2:31][CH3:32])([CH2:33][CH2:34][CH2:35][CH3:36])[CH2:37][CH2:38][CH2:39][CH3:40].[Na+:22].[O:15]1[CH2:16][CH2:17][O:18][CH2:19][CH2:20]1.[OH-:21].[OH2:41]>>[C:2]([C:3](=[O:4])[c:5]1[cH:6][cH:7][c:8]([CH2:11][Br:12])[cH:9][cH:10]1)([CH3:13])([CH3:14])[OH:15].[Na+:22].[OH-:21]. Reactants: BrC=1C=C2C(=NC1)NC(=C2C=2N=C(SC2)N)C (4-(5-bromo-2-methyl-1H-pyrrolo[2,3-b]pyridin-3-yl)-thiazol-2-ylamine), CN1CCN(CC1)CC1=CC=C(C=C1)B1OC(C(O1)(C)C)(C)C (1-Methyl-4-[4-(4,4,5,5-tetramethyl-[1,3,2]dioxaborolan-2-yl)-benzyl]-piperazine), C(=O)([O-])[O-].[Na+].[Na+] (Na2CO3). Reagents/catalysts: Cl[Pd]([P](C1=CC=CC=C1)(C2=CC=CC=C2)C3=CC=CC=C3)([P](C4=CC=CC=C4)(C5=CC=CC=C5)C6=CC=CC=C6)Cl (bis(triphenylphosphine)-palladium(II) dichloride). The solvent is C(C)#N (acetonitrile). Reaction conditions: temperature 175 celsius. Product: CC1=C(C=2C(=NC=C(C2)C2=CC=C(C=C2)CN2CCN(CC2)C)N1)C=1N=C(SC1)N (4-{2-Methyl-5-[4-(4-methyl-piperazin-1-ylmethyl)-phenyl]-1H-pyrrolo[2,3-b]pyridin-3-yl}-thiazol-2-ylamine). As a reaction SMILES: Br[C:2]1[CH:3]=[C:4]2[C:10]([C:11]3[N:12]=[C:13]([NH2:16])[S:14][CH:15]=3)=[C:9]([CH3:17])[NH:8][C:5]2=[N:6][CH:7]=1.[CH3:18][N:19]1[CH2:24][CH2:23][N:22]([CH2:25][C:26]2[CH:31]=[CH:30][C:29](B3OC(C)(C)C(C)(C)O3)=[CH:28][CH:27]=2)[CH2:21][CH2:20]1.C([O-])([O-])=O.[Na+].[Na+]>C(#N)C.Cl[Pd](Cl)([P](C1C=CC=CC=1)(C1C=CC=CC=1)C1C=CC=CC=1)[P](C1C=CC=CC=1)(C1C=CC=CC=1)C1C=CC=CC=1>[CH3:17][C:9]1[NH:8][C:5]2=[N:6][CH:7]=[C:2]([C:29]3[CH:28]=[CH:27][C:26]([CH2:25][N:22]4[CH2:23][CH2:24][N:19]([CH3:18])[CH2:20][CH2:21]4)=[CH:31][CH:30]=3)[CH:3]=[C:4]2[C:10]=1[C:11]1[N:12]=[C:13]([NH2:16])[S:14][CH:15]=1 |f:2.3.4,^1:52,71|. Procedure details: In a personal chemistry microwave reaction vial 4-(5-bromo-2-methyl-1H-pyrrolo[2,3-b]pyridin-3-yl)-thiazol-2-ylamine (0.2 g, 0.64 mmol) and 1-Methyl-4-[4-(4,4,5,5-tetramethyl-[1,3,2]dioxaborolan-2-yl)-benzyl]-piperazine (0.23 g, 0.71 mmol), bis(triphenylphosphine)-palladium(II) dichloride (0.004 g, 0.006 mmol) in acetonitrile (2 mL), and 1 M Na2CO3 (2 mL) were added. The resulting mixture was de-gassed with N2 for 10 min, after which it was heated at 175° C. for 30 min in a Personal Chemistry Op... Reactants: S(=O)(=O)(O)CCCCCCCCCCNC(SC)=S (Methyl 10-sulfodecyldithiocarbamate), [N-]=[N+]=[N-].[Na+] (sodium azide). Yields the product S(=O)(=O)(O)CCCCCCCCCCN1N=NN=C1S (1-(10-sulfodecyl)tetrazole-5-thiol). Reaction SMILES: [S:1]([CH2:5][CH2:6][CH2:7][CH2:8][CH2:9][CH2:10][CH2:11][CH2:12][CH2:13][CH2:14][NH:15][C:16](=[S:19])SC)([OH:4])(=[O:3])=[O:2].[N-:20]=[N+:21]=[N-:22].[Na+]>>[S:1]([CH2:5][CH2:6][CH2:7][CH2:8][CH2:9][CH2:10][CH2:11][CH2:12][CH2:13][CH2:14][N:15]1[C:16]([SH:19])=[N:22][N:21]=[N:20]1)([OH:4])(=[O:3])=[O:2] |f:1.2|. Procedure: Methyl 10-sulfodecyldithiocarbamate (31.4 g., 0.096 mol.) is reacted with 6.5 g. (0.1 mol.) of sodium azide as described above to give 1-(10-sulfodecyl)tetrazole-5-thiol. RXN SMILES: [CH2:1]([c:2]1[cH:3][cH:4][cH:5][cH:6][cH:7]1)[c:8]1[o:9][c:10]2[c:11]([n:12][cH:13][cH:14][cH:15]2)[n:16]1.[K+:22].[Mn:17](=[O:18])([O-:19])(=[O:20])=[O:21].[Na+:24].[Na+:34].[OH-:23].[OH2:35].[S:25](=[O:26])(=[O:27])([OH:28])[OH:29].[S:30](=[O:31])([OH:32])[O-:33]>>[C:1]([c:2]1[cH:3][cH:4][cH:5][cH:6][cH:7]1)([c:8]1[o:9][c:10]2[c:11]([n:12][cH:13][cH:14][cH:15]2)[n:16]1)=[O:18]. Product: O=C(c1ccccc1)c1nc2ncccc2o1. Reactants: c1ccc(Cc2nc3ncccc3o2)cc1, [K+], O=[Mn](=O)(=O)[O-], [Na+], [Na+], [OH-], O, O=S(=O)(O)O, O=S([O-])O. Starting materials: CC#N, CC(=O)O, COC(=O)CCC(CCCCNS(=O)(=O)c1ccc(Cl)cc1)CCCc1cccnc1, [Li+], [OH-], O. Yields the product O=C(O)CCC(CCCCNS(=O)(=O)c1ccc(Cl)cc1)CCCc1cccnc1. As a reaction SMILES: [CH3:32][C:33]#[N:34].[CH3:37][C:38](=[O:39])[OH:40].[Cl:1][c:2]1[cH:3][cH:4][c:5]([S:8](=[O:9])(=[O:10])[NH:11][CH2:12][CH2:13][CH2:14][CH2:15][CH:16]([CH2:17][CH2:18][C:19](=[O:20])[O:21][CH3:22])[CH2:23][CH2:24][CH2:25][c:26]2[cH:27][n:28][cH:29][cH:30][cH:31]2)[cH:6][cH:7]1.[Li+:35].[OH-:36].[OH2:41]>>[Cl:1][c:2]1[cH:3][cH:4][c:5]([S:8](=[O:9])(=[O:10])[NH:11][CH2:12][CH2:13][CH2:14][CH2:15][CH:16]([CH2:17][CH2:18][C:19](=[O:20])[OH:21])[CH2:23][CH2:24][CH2:25][c:26]2[cH:27][n:28][cH:29][cH:30][cH:31]2)[cH:6][cH:7]1.